This data is from the Open Reaction Database (ORD), a public repository of structured organic reaction records. The task is: describe an organic reaction: reactants, conditions, products, and yield The reactants are C(=O)O.NCCC1=CC=C(NC2CCN(CC2)C(=O)NCCC2=C(C=C(C=C2)OCCCOC2=CC=CC=C2)OC)C=C1 (4-[4-(2-Aminoethyl)anilino]-N-[2-methoxy-4-(3-phenoxypropoxy)phenethyl]-1-piperidinecarboxamide formate), C(C)(C)(C)[Si](C1=CC=CC=C1)(C1=CC=CC=C1)OC1=CC=C(C=C1)OCC1OC1 (tert-butyl-(4-oxiranylmethoxy-phenoxy)-diphenyl-silane). Run in C(Cl)(Cl)Cl.CO (chloroform methanol). Yields the product COC1=C(C=CC(=C1)OCCCOC1=CC=CC=C1)CCNC(=O)N1CCC(CC1)NC1=CC=C(C=C1)CCNC[C@@H](COC1=CC=C(C=C1)O)O (4-(4-[2-[(2S)-2-Hydroxy-3-(4-hydroxy-phenoxy)-propylamino]-ethyl}-phenylamino)-piperidine-1-carboxylic acid {2-[2-methoxy-4-(3-phenoxy-propoxy)-phenyl}-ethyl}-amide). Yield: 39.6%. As a reaction SMILES: C(O)=O.[NH2:4][CH2:5][CH2:6][C:7]1[CH:43]=[CH:42][C:10]([NH:11][CH:12]2[CH2:17][CH2:16][N:15]([C:18]([NH:20][CH2:21][CH2:22][C:23]3[CH:28]=[CH:27][C:26]([O:29][CH2:30][CH2:31][CH2:32][O:33][C:34]4[CH:39]=[CH:38][CH:37]=[CH:36][CH:35]=4)=[CH:25][C:24]=3[O:40][CH3:41])=[O:19])[CH2:14][CH2:13]2)=[CH:9][CH:8]=1.C([Si]([O:61][C:62]1[CH:67]=[CH:66][C:65]([O:68][CH2:69][CH:70]2[CH2:72][O:71]2)=[CH:64][CH:63]=1)(C1C=CC=CC=1)C1C=CC=CC=1)(C)(C)C>C(Cl)(Cl)Cl.CO>[CH3:41][O:40][C:24]1[CH:25]=[C:26]([O:29][CH2:30][CH2:31][CH2:32][O:33][C:34]2[CH:35]=[CH:36][CH:37]=[CH:38][CH:39]=2)[CH:27]=[CH:28][C:23]=1[CH2:22][CH2:21][NH:20][C:18]([N:15]1[CH2:16][CH2:17][CH:12]([NH:11][C:10]2[CH:9]=[CH:8][C:7]([CH2:6][CH2:5][NH:4][CH2:72][C@H:70]([OH:71])[CH2:69][O:68][C:65]3[CH:66]=[CH:67][C:62]([OH:61])=[CH:63][CH:64]=3)=[CH:43][CH:42]=2)[CH2:13][CH2:14]1)=[O:19] |f:0.1,3.4|. Procedure details: 4-[4-(2-Aminoethyl)anilino]-N-[2-methoxy-4-(3-phenoxypropoxy)phenethyl]-1-piperidinecarboxamide formate (0.426 g, 0.718 mmol) was reacted with tert-butyl-(4-oxiranylmethoxy-phenoxy)-diphenyl-silane (0.29 g, 0.718 mmol) according to Procedure G (eluant: 20:1 chloroform-methanol) to give the title compound (0.27 g, 0.284 mmol).